Dataset: the Open Reaction Database (ORD), a public repository of structured organic reaction records. Task: describe an organic reaction: reactants, conditions, products, and yield Reactants: ClC1=CC=C(C=C1C1=CC=C(C=C1)F)O (6-chloro-4′-fluorobiphenyl-3-ol), IN1C(CCC1=O)=O (N-iodosuccinimide). Run in C(C)(=O)O (acetic acid), ClCCl (dichloromethane), S(O)(O)(=O)=O (sulfuric acid), ClCCl (Dichloromethane). Reaction conditions: time 18 hour. Yields the product ClC1=CC(=C(C=C1C1=CC=C(C=C1)F)O)I (6-Chloro-4′-fluoro-4-iodobiphenyl-3-ol). The yield is 72.6%. RXN SMILES: [Cl:1][C:2]1[C:7]([C:8]2[CH:13]=[CH:12][C:11]([F:14])=[CH:10][CH:9]=2)=[CH:6][C:5]([OH:15])=[CH:4][CH:3]=1.[I:16]N1C(=O)CCC1=O>C(O)(=O)C.ClCCl.S(=O)(=O)(O)O>[Cl:1][C:2]1[C:7]([C:8]2[CH:13]=[CH:12][C:11]([F:14])=[CH:10][CH:9]=2)=[CH:6][C:5]([OH:15])=[C:4]([I:16])[CH:3]=1. Procedure details: To a solution of 6-chloro-4′-fluorobiphenyl-3-ol (Preparation 104, 280 mg, 1.26 mmol) in acetic acid (2.5 mL), dichloromethane (2.5 mL) and concentrated sulfuric acid (25 μL) was added N-iodosuccinimide (272 mg, 1.21 mmol) at room temperature. The reaction mixture was stirred for 18 hours at room temperature. Dichloromethane (60 mL) was added and the organic layer was washed with brine (2×20 mL), dried over MgSO4, filtered and evaporated. The residue was purified by silica gel chromatography elu...